From a dataset of the Open Reaction Database (ORD), a public repository of structured organic reaction records. describe an organic reaction: reactants, conditions, products, and yield Reactants: ( d ), CN(C)CC1=CNC2=CC=C(C(=C12)Cl)OCCC (3-dimethylaminomethyl-4-chloro-5-n-propyloxyindole), [C-]#N.[K+] (potassium cyanide), CI (methyl iodide). The solvent is CN(C)C=O (DMF). Product: C(#N)CC1=CNC2=CC=C(C(=C12)Cl)OCCC (3-cyanomethyl-4-chloro-5-n-propyloxyindole). Reaction SMILES: CN([CH2:4][C:5]1[C:13]2[C:8](=[CH:9][CH:10]=[C:11]([O:15][CH2:16][CH2:17][CH3:18])[C:12]=2[Cl:14])[NH:7][CH:6]=1)C.[C-:19]#[N:20].[K+].CI>CN(C=O)C>[C:19]([CH2:4][C:5]1[C:13]2[C:8](=[CH:9][CH:10]=[C:11]([O:15][CH2:16][CH2:17][CH3:18])[C:12]=2[Cl:14])[NH:7][CH:6]=1)#[N:20] |f:1.2|. Procedure: Reaction of 3-dimethylaminomethyl-4-chloro-5-n-propyloxyindole (3.50 g, 13.1 mmol) with potassium cyanide (3.28 g, 50.4 mmol) and methyl iodide (7.44 g, 52.4 mmol) in DMF by the method described in 1 (d) gave 3-cyanomethyl-4-chloro-5-n-propyloxyindole as an oil which crystallised on standing (2.53 g). The reactants are C(C(C(N(C(C(C(C(C(F)(F)F)(F)F)(F)F)(F)F)(F)F)C(C(C(C(C(F)(F)F)(F)F)(F)F)(F)F)(F)F)(F)F)(F)F)(C(C(F)(F)F)(F)F)(F)F (Tris amine), Cl.ClC=1C=C2C=C(C(OC2=CC1C(CN)(C)C)C(F)(F)F)C(=O)OCC (ethyl 6-chloro-7-{2-[amino]-1,1-dimethylethyl}-2-(trifluoromethyl)-2H-chromene-3-carboxylate hydrochloride), ClC1=CC=C(C(=O)Cl)C=C1 (4-chlorobenzoyl chloride). The solvent is N1=CC=CC=C1 (pyridine), C(Cl)Cl (DCM). Run at time 2 hour. Yields the product ClC=1C=C2C=C(C(OC2=CC1C(CNC(C1=CC=C(C=C1)Cl)=O)(C)C)C(F)(F)F)C(=O)OCC (ethyl 6-chloro-7-{2-[(4-chlorobenzoyl)amino]-1,1-dimethylethyl}-2-(trifluoromethyl)-2H-chromene-3-carboxylate). As a reaction SMILES: Cl.[Cl:2][C:3]1[CH:4]=[C:5]2[C:10](=[CH:11][C:12]=1[C:13]([CH3:17])([CH3:16])[CH2:14][NH2:15])[O:9][CH:8]([C:18]([F:21])([F:20])[F:19])[C:7]([C:22]([O:24][CH2:25][CH3:26])=[O:23])=[CH:6]2.[Cl:27][C:28]1[CH:36]=[CH:35][C:31]([C:32](Cl)=[O:33])=[CH:30][CH:29]=1.C(F)(F)(C(F)(F)C(F)(F)F)C(F)(F)C(F)(F)N(C(F)(F)C(F)(F)C(F)(F)C(F)(F)C(F)(F)F)C(F)(F)C(F)(F)C(F)(F)C(F)(F)C(F)(F)F>N1C=CC=CC=1.C(Cl)Cl>[Cl:2][C:3]1[CH:4]=[C:5]2[C:10](=[CH:11][C:12]=1[C:13]([CH3:16])([CH3:17])[CH2:14][NH:15][C:32](=[O:33])[C:31]1[CH:35]=[CH:36][C:28]([Cl:27])=[CH:29][CH:30]=1)[O:9][CH:8]([C:18]([F:21])([F:20])[F:19])[C:7]([C:22]([O:24][CH2:25][CH3:26])=[O:23])=[CH:6]2 |f:0.1|. Reported procedure: To a solution of the title product of Example 130 Step 1 (150 mg, 0.397 mmole) in 5 mL of pyridine was added a solution of 4-chlorobenzoyl chloride (90 mg, 0.51 mmole) in 1 mL of DCM. The mixture was stirred for 2 h, and 750 mg of Tris amine resin was added. After stirring overnight, the mixture was filtered and concentrated to give the title compound, which was used as is for the next step. Starting materials: CCOC(=O)C (EtOAc), CC1(OB(OC1(C)C)C=1C=NN(C1)C(=O)OC(C)(C)C)C (tert-butyl 4-(4,4,5,5-tetramethyl-1,3,2-dioxaborolan-2-yl)-1H-pyrazole-1-carboxylate), BrC=1C=C2C=CNC2=CC1 (5-bromo-indole), [F-].[Cs+] (CsF), CC(C)C1=CC(=C(C(=C1)C(C)C)C2=C(C=CC=C2)P(C3CCCCC3)C4CCCCC4)C(C)C (X-Phos). Reagents/catalysts: C(C)(=O)[O-].[Pd+2].C(C)(=O)[O-] (palladium acetate). Run in O1CCOCC1 (dioxane). The product is C(C)(C)(C)OC(=O)N1N=CC(=C1)C=1C=C2C=C(NC2=CC1)C(=O)OCC (Ethyl 5-[1-(tert-butoxycarbonyl)-1H-pyrazol-4-yl]-1H-indole-2-carboxylate). RXN SMILES: CC1(C)C(C)(C)OB([C:9]2[CH:10]=[N:11][N:12]([C:14]([O:16][C:17]([CH3:20])([CH3:19])[CH3:18])=[O:15])[CH:13]=2)O1.Br[C:23]1[CH:24]=[C:25]2[C:29](=[CH:30][CH:31]=1)[NH:28][CH:27]=[CH:26]2.[F-].[Cs+].CC(C1C=C(C(C)C)C(C2C=CC=CC=2P(C2CCCCC2)C2CCCCC2)=C(C(C)C)C=1)C.[CH3:68][CH2:69][O:70][C:71](C)=[O:72]>O1CCOCC1.C([O-])(=O)C.[Pd+2].C([O-])(=O)C>[C:17]([O:16][C:14]([N:12]1[CH:13]=[C:9]([C:23]2[CH:24]=[C:25]3[C:29](=[CH:30][CH:31]=2)[NH:28][C:27]([C:71]([O:70][CH2:69][CH3:68])=[O:72])=[CH:26]3)[CH:10]=[N:11]1)=[O:15])([CH3:18])([CH3:19])[CH3:20] |f:2.3,7.8.9|. Reported procedure: To a degassed solution of tert-butyl 4-(4,4,5,5-tetramethyl-1,3,2-dioxaborolan-2-yl)-1H-pyrazole-1-carboxylate (138 mg, 0.47 mmol), 5-bromo-indole (63 mg, 0.24 mmol), CsF (107 mg, 0.71 mmol), and X-Phos (11.2 mg, 0.023 mmol) in dioxane (2 mL) was added palladium acetate (2.6 mg, 0.012 mmol) under nitrogen. The mixture was then heated to 90 C overnight, cooled to r.t., and diluted with EtOAc. Following filtration and concentration in vacuo, the residue was purified on silica (0-30% EtOAc/hexanes)... Reactants: C1(=CC=CC=C1)S(=O)(=O)C1=C(C=O)C=CC=C1 (2-(phenylsulfonyl)benzaldehyde), CC1=CC(=C(N1CC(=O)OCC)C1=CC=CC=C1)C1=CC=CC=C1 (ethyl 2-(5-methyl-2,3-diphenyl-1H-pyrrol-1-yl)acetate), FC(S(=O)(=O)O[Si](C)(C)C)(F)F (Trimethylsilyl trifluoromethanesulfonate), C(C)[SiH](CC)CC (triethylsilane), aldehyde. Run in C(Cl)Cl (DCM), C(Cl)Cl (DCM). Conditions: temperature -78 celsius, time 30 minute. The product is CC=1N(C(=C(C1CC1=C(C=CC=C1)S(=O)(=O)C1=CC=CC=C1)C1=CC=CC=C1)C1=CC=CC=C1)CC(=O)OCC (ethyl 2-(2-methyl-4,5-diphenyl-3-(2-(phenylsulfonyl)benzyl)-1H-pyrrol-1-yl)acetate). Isolated yield 57.0%. Reaction SMILES: [CH3:1][C:2]1[N:6]([CH2:7][C:8]([O:10][CH2:11][CH3:12])=[O:9])[C:5]([C:13]2[CH:18]=[CH:17][CH:16]=[CH:15][CH:14]=2)=[C:4]([C:19]2[CH:24]=[CH:23][CH:22]=[CH:21][CH:20]=2)[CH:3]=1.FC(F)(F)S(O[Si](C)(C)C)(=O)=O.C([SiH](CC)CC)C.[C:44]1([S:50]([C:53]2[CH:60]=[CH:59][CH:58]=[CH:57][C:54]=2[CH:55]=O)(=[O:52])=[O:51])[CH:49]=[CH:48][CH:47]=[CH:46][CH:45]=1>C(Cl)Cl>[CH3:1][C:2]1[N:6]([CH2:7][C:8]([O:10][CH2:11][CH3:12])=[O:9])[C:5]([C:13]2[CH:14]=[CH:15][CH:16]=[CH:17][CH:18]=2)=[C:4]([C:19]2[CH:20]=[CH:21][CH:22]=[CH:23][CH:24]=2)[C:3]=1[CH2:55][C:54]1[CH:57]=[CH:58][CH:59]=[CH:60][C:53]=1[S:50]([C:44]1[CH:49]=[CH:48][CH:47]=[CH:46][CH:45]=1)(=[O:52])=[O:51]. Procedure details: In a scintillation vial, ethyl 2-(5-methyl-2,3-diphenyl-1H-pyrrol-1-yl)acetate (0.3 g, 0.939 mmol) was dissolved in 10 mL of DCM and the mixture cooled to −78° C. Trimethylsilyl trifluoromethanesulfonate (0.382 ml, 2.113 mmol) was then added followed by triethylsilane (0.450 ml, 2.82 mmol). The resulting mixture was stirred at −78° C. for 30 minutes. At this time, 2-(phenylsulfonyl)benzaldehyde (0.231 g, 0.939 mmol) was added portionwise as a solution in 2.0 mL of DCM and the reaction evolution ... The reactants are ClC1=C(C#N)C=CC(=C1C)N1C(C(C(C1C)=O)(C)C)=O (2-chloro-3-methyl-4-(3,3,5-trimethyl-2,4-dioxopyrrolidin-1-yl)benzonitrile), C(C)(CC)[BH-](C(C)CC)C(C)CC.[Li+].C1CCOC1 (lithium tri(sec-butyl)borohydride THF). The product is ClC1=C(C#N)C=CC(=C1C)N1C(C([C@H]([C@H]1C)O)(C)C)=O (rac-2-chloro-4-[(4R,5R)-4-hydroxy-3,3,5-trimethyl-2-oxopyrrolidin-1-yl]-3-methylbenzonitrile), solid. Isolated yield 66.0%. Reaction SMILES: [Cl:1][C:2]1[C:9]([CH3:10])=[C:8]([N:11]2[CH:15]([CH3:16])[C:14](=[O:17])[C:13]([CH3:19])([CH3:18])[C:12]2=[O:20])[CH:7]=[CH:6][C:3]=1[C:4]#[N:5].C([BH-](C(CC)C)C(CC)C)(CC)C.[Li+].C1COCC1>>[Cl:1][C:2]1[C:9]([CH3:10])=[C:8]([N:11]2[C@H:15]([CH3:16])[C@H:14]([OH:17])[C:13]([CH3:19])([CH3:18])[C:12]2=[O:20])[CH:7]=[CH:6][C:3]=1[C:4]#[N:5] |f:1.2.3|. Procedure: Using 2-chloro-3-methyl-4-(3,3,5-trimethyl-2,4-dioxopyrrolidin-1-yl)benzonitrile (23 mg) and lithium tri(sec-butyl)borohydride-THF solution (0.119 mL, 1 mol/L), and in the same manner as in Example 5, the title compound was obtained as a colorless solid (yield: 15 mg, 66%).